This data is from the Open Reaction Database (ORD), a public repository of structured organic reaction records. The task is: describe an organic reaction: reactants, conditions, products, and yield Starting materials: C(C)(C)(C)OC(=O)N1[C@H](CCC1)COC1=C(C=CC=C1)C(=O)N1CC=2C(=C3N=C(C(=C(N3N2)C)Cl)C)C1 ((R)-2-[2-(6-chloro-5,7-dimethyl-1H,3H-2,4,7a,8-tetraaza-cyclopenta[a]indene-2-carbonyl)-phenoxymethyl]-pyrrolidine-1-carboxylic acid tert-butyl ester), Cl (HCl). Run in C(Cl)Cl (DCM). Yields the product ClC1=C(N2N=C3C(=C2N=C1C)CN(C3)C(=O)C3=C(C=CC=C3)OC[C@@H]3NCCC3)C ((6-chloro-5,7-dimethyl-1H,3H-2,4,7a,8-tetraaza-cyclopenta[a]inden-2-yl)-[2-((R)-1-pyrrolidin-2-ylmethoxy)-phenyl]-methanone). Isolated yield 41.4%. As a reaction SMILES: C(OC([N:8]1[CH2:12][CH2:11][CH2:10][C@@H:9]1[CH2:13][O:14][C:15]1[CH:20]=[CH:19][CH:18]=[CH:17][C:16]=1[C:21]([N:23]1[CH2:37][C:26]2=[C:27]3[N:32]([N:33]=[C:25]2[CH2:24]1)[C:31]([CH3:34])=[C:30]([Cl:35])[C:29]([CH3:36])=[N:28]3)=[O:22])=O)(C)(C)C.Cl>C(Cl)Cl>[Cl:35][C:30]1[C:29]([CH3:36])=[N:28][C:27]2[N:32]([N:33]=[C:25]3[CH2:24][N:23]([C:21]([C:16]4[CH:17]=[CH:18][CH:19]=[CH:20][C:15]=4[O:14][CH2:13][C@H:9]4[CH2:10][CH2:11][CH2:12][NH:8]4)=[O:22])[CH2:37][C:26]3=2)[C:31]=1[CH3:34]. Procedure details: A solution of (R)-2-[2-(6-chloro-5,7-dimethyl-1H,3H-2,4,7a,8-tetraaza-cyclopenta[a]indene-2-carbonyl)-phenoxymethyl]-pyrrolidine-1-carboxylic acid tert-butyl ester (90 mg; 0.17 mmol; 1 eq.) and 2M HCl (3 mL; 6 mmol; 35 eq.) in DCM (5 mL) was stirred at room temperature for 18 hours then concentrated to dryness. 1M NaOH was added and extracted several times with DCM. The combined organics were dried over magnesium sulfate and concentrated in vacuo. Crystallization from MTBE afforded the title com... Reactants: C([O-])([O-])=O.[Na+].[Na+] (sodium carbonate), C(C1=CC=CC=C1)(=O)OCC1OC(OC1)(C)C (4-benzoyloxymethyl-2,2-dimethyl-1,3-dioxolane). Run in O (water). Conditions: temperature 100 celsius, time 8 hour. Yields the product CC1(OC[C@@H](O1)CO)C ((S)-2,2-dimethyl-1,3-dioxolane-4-methanol). Yield: 76.0%. Reaction SMILES: C(=O)([O-])[O-].[Na+].[Na+].C([O:15][CH2:16][CH:17]1[CH2:21][O:20][C:19]([CH3:23])([CH3:22])[O:18]1)(=O)C1C=CC=CC=1>O>[CH3:22][C:19]1([CH3:23])[O:18][C@@H:17]([CH2:16][OH:15])[CH2:21][O:20]1 |f:0.1.2|. Procedure details: Then sodium carbonate (24.80 g, 0.234 mol) was added to a mixture of the crude 4-benzoyloxymethyl-2,2-dimethyl-1,3-dioxolane (36.95 g, 0.156 mol) and water (80 ml) and resulting mixture was stirred for 8 hours at 100° C. After cooling the reaction mixture was extracted with methylene chloride. The extract was washed with saturated brine, dried over anhydrous sodium sulfate and condensed in vacuo. The crude product was distilled to give 15.67 g of (S)-2,2-dimethyl-1,3-dioxolane-4-methanol (yield ... The reactants are Fc1cc(Cl)cnc1F, [Na+], [OH-], O. As a reaction SMILES: [Cl:3][c:4]1[cH:5][c:6]([F:11])[c:7]([F:10])[n:8][cH:9]1.[Na+:2].[OH-:1].[OH2:12]>>[OH:1][c:7]1[c:6]([F:11])[cH:5][c:4]([Cl:3])[cH:9][n:8]1. The product is Oc1ncc(Cl)cc1F.